Dataset: the Open Reaction Database (ORD), a public repository of structured organic reaction records. Task: describe an organic reaction: reactants, conditions, products, and yield The reactants are CCCCO, [Cu]I, COc1ccc(I)cc1, [K+], [K+], [K+], NCCCCCO, N, O, OCCO, O=P([O-])([O-])[O-]. Product: COc1ccc(NCCCCCO)cc1. As a reaction SMILES: [CH2:30]([OH:31])[CH2:32][CH2:33][CH3:34].[Cu:36][I:37].[I:20][c:21]1[cH:22][cH:23][c:24]([O:27][CH3:28])[cH:25][cH:26]1.[K+:6].[K+:7].[K+:8].[NH2:9][CH2:10][CH2:11][CH2:12][CH2:13][CH2:14][OH:15].[NH3:29].[OH2:35].[OH:16][CH2:17][CH2:18][OH:19].[P:1]([O-:2])([O-:3])([O-:4])=[O:5]>>[NH:9]([CH2:10][CH2:11][CH2:12][CH2:13][CH2:14][OH:15])[c:21]1[cH:22][cH:23][c:24]([O:27][CH3:28])[cH:25][cH:26]1.